Dataset: the Open Reaction Database (ORD), a public repository of structured organic reaction records. Task: describe an organic reaction: reactants, conditions, products, and yield Reactants: CS(=O)C (Dimethylsulfoxide), C(C)(C)N(CC)C(C)C (diisopropylethylamine), C(C(=O)Cl)(=O)Cl (oxalyl chloride), FC1CC(CCC1OCC(C1=CC=CC=C1)O)NC(OC(C)(C)C)=O ((−) tert-Butyl 3-fluoro-4-(2-hydroxy-2-phenylethoxy)cyclohexylcarbamate). Solvent: ClCCl (dichloromethane), ClCCl (dichloromethane). Run at time 5 minute. The product is FC1CC(CCC1OCC(C1=CC=CC=C1)=O)NC(OC(C)(C)C)=O (tert-Butyl 3-fluoro-4-(2-oxo-2-phenylethoxy)cyclohexylcarbamate). Isolated yield 87.8%. RXN SMILES: C(Cl)(=O)C(Cl)=O.CS(C)=O.[F:11][CH:12]1[CH:17]([O:18][CH2:19][CH:20]([OH:27])[C:21]2[CH:26]=[CH:25][CH:24]=[CH:23][CH:22]=2)[CH2:16][CH2:15][CH:14]([NH:28][C:29](=[O:35])[O:30][C:31]([CH3:34])([CH3:33])[CH3:32])[CH2:13]1.C(N(C(C)C)CC)(C)C>ClCCl>[F:11][CH:12]1[CH:17]([O:18][CH2:19][C:20](=[O:27])[C:21]2[CH:22]=[CH:23][CH:24]=[CH:25][CH:26]=2)[CH2:16][CH2:15][CH:14]([NH:28][C:29](=[O:35])[O:30][C:31]([CH3:33])([CH3:32])[CH3:34])[CH2:13]1. Procedure details: A solution of oxalyl chloride (0.054 mL, 0.623 mmol) in dichloromethane (10 mL) was cooled to −78° C. Dimethylsulfoxide (0.088 mL, 1.36 mmol) was added dropwise and the reaction mixture was stirred for 5 min. (−) tert-Butyl 3-fluoro-4-(2-hydroxy-2-phenylethoxy)cyclohexylcarbamate (200 mg, 0.567 mmol) was then added as a solution in dichloromethane (1 mL). After 5 min of stirring, diisopropylethylamine (0.494 mL, 2.84 mmol) was added in one portion, the reaction mixture was warmed to room tempera... The reactants are NC=1SC=CN1 (2-amino thiazole), C(C)(C)(C)[N+]#[C-] (tert-butylisonitrile), CC1=C(C=O)C=CC=C1 (2-methylbenzaldehyde), C(C)(=O)Cl (acetyl chloride). The solvent is Cl(=O)(=O)(=O)O (perchloric acid). The product is C(C)(C)(C)N(C(C)=O)C1=C(N=C2SC=CN21)C2=C(C=CC=C2)C (N-tert-Butyl-N-(6-o-tolyl-imidazo[2,1-b]thiazol-5-yl)-acetamide). RXN SMILES: [NH2:1][C:2]1[S:3][CH:4]=[CH:5][N:6]=1.[C:7]([N+:11]#[C-:12])([CH3:10])([CH3:9])[CH3:8].[CH3:13][C:14]1[CH:21]=[CH:20][CH:19]=[CH:18][C:15]=1[CH:16]=O.[C:22](Cl)(=[O:24])[CH3:23]>Cl(O)(=O)(=O)=O>[C:7]([N:11]([C:12]1[N:6]2[C:2]([S:3][CH:4]=[CH:5]2)=[N:1][C:16]=1[C:15]1[CH:18]=[CH:19][CH:20]=[CH:21][C:14]=1[CH3:13])[C:22](=[O:24])[CH3:23])([CH3:10])([CH3:9])[CH3:8]. Procedure: Compound 41 was prepared in accordance with the general synthesis instructions from 1.0 ml (0.1 mmol) 2-amino thiazole solution (0.1 M, MC), 0.575 ml (0.115 mmol) tert-butylisonitrile solution (0.2 M, MC), 0.500 ml (0.15 mmol) 2-methylbenzaldehyde solution (0.3 M, MC) and 10 μl perchloric acid (w=20%) and by reaction with acetyl chloride, the excess acetyl chloride being removed in vacuo Starting materials: ClC=1C=C(CN)C=CC1Cl (3,4-dichlorobenzylamine), ClC=1C2=C(N=C(N1)C1=NC=CN=C1)SC(=C2)[N+](=O)[O-] (4-chloro-2-(pyrazin-2-yl)-6-nitro-thieno-[2,3-d]-pyrimidine). Product: N1=C(C=NC=C1)C=1N=C(C2=C(N1)SC(=C2)[N+](=O)[O-])NCC2=CC(=C(C=C2)Cl)Cl (2-(pyrazin-2-yl)-4-(3,4-dichlorobenzylamino)-6-nitro-thieno-[2,3-d]-pyrimidine). Reaction SMILES: [Cl:1][C:2]1[CH:3]=[C:4]([CH:7]=[CH:8][C:9]=1[Cl:10])[CH2:5][NH2:6].Cl[C:12]1[C:13]2[CH:26]=[C:25]([N+:27]([O-:29])=[O:28])[S:24][C:14]=2[N:15]=[C:16]([C:18]2[CH:23]=[N:22][CH:21]=[CH:20][N:19]=2)[N:17]=1>>[N:19]1[CH:20]=[CH:21][N:22]=[CH:23][C:18]=1[C:16]1[N:17]=[C:12]([NH:6][CH2:5][C:4]2[CH:7]=[CH:8][C:9]([Cl:10])=[C:2]([Cl:1])[CH:3]=2)[C:13]2[CH:26]=[C:25]([N+:27]([O-:29])=[O:28])[S:24][C:14]=2[N:15]=1. Procedure details: With the procedure of Example 1, the reaction of 3,4-dichlorobenzylamine with 4-chloro-2-(pyrazin-2-yl)-6-nitro-thieno-[2,3-d]-pyrimidine yields 2-(pyrazin-2-yl)-4-(3,4-dichlorobenzylamino)-6-nitro-thieno-[2,3-d]-pyrimidine. Reactants: starch, O (water), C(C(O)C)(=O)O (lactic acid). Yields the product Poly lactic acid, C(C(O)C)(=O)O (lactic acid), O=C[C@H](O)[C@@H](O)[C@H](O)[C@H](O)CO (glucose). Reaction SMILES: [C:1]([OH:6])(=[O:5])[CH:2]([CH3:4])[OH:3].[OH2:7]>>[C:1]([OH:6])(=[O:5])[CH:2]([CH3:4])[OH:3].[O:7]=[CH:4][C@@H:2]([C@H:1]([C@@H:4]([C@@H:2]([CH2:1][OH:6])[OH:3])[OH:7])[OH:6])[OH:3]. Procedure: Of such biodegradable plastics, PLA (poly lactic acid) is a polymer of the low molecular compound (monomer), called lactic acid, present in the living organisms, and has been known that it is converted into the low molecular compound by hydrolysis with water and then, decomposed with microbes. Poly lactic acid fibers are prepared according to the process which comprises fermenting corn starch to produce lactic acid via glucose and then condensing lactic acid to prepare PLA, which is then subject...